Dataset: the Open Reaction Database (ORD), a public repository of structured organic reaction records. Task: describe an organic reaction: reactants, conditions, products, and yield Procedure: contacting N-hydroxyethyl-2-chlorobenzylamine with sulfuryl chloride and an organic base to give N-(2-chlorobenzyl)-2,2-dioxo-1,2,3-oxathiazolidine, and Starting materials: OCCNCC1=C(C=CC=C1)Cl (N-hydroxyethyl-2-chlorobenzylamine), S(=O)(=O)(Cl)Cl (sulfuryl chloride). RXN SMILES: [OH:1][CH2:2][CH2:3][NH:4][CH2:5][C:6]1[CH:11]=[CH:10][CH:9]=[CH:8][C:7]=1[Cl:12].[S:13](Cl)(Cl)(=[O:15])=[O:14]>>[Cl:12][C:7]1[CH:8]=[CH:9][CH:10]=[CH:11][C:6]=1[CH2:5][N:4]1[CH2:3][CH2:2][O:1][S:13]1(=[O:15])=[O:14]. Yields the product ClC1=C(CN2S(OCC2)(=O)=O)C=CC=C1 (N-(2-chlorobenzyl)-2,2-dioxo-1,2,3-oxathiazolidine). Reactants: FC(C=1C=C(C=CC1)C1=CC=C(C=N1)N1CCN(CC1)C(=O)OCC(=O)OCC)(F)F (2-(ethyloxy)-2-oxoethyl 4-{6-[3-(trifluoromethyl)phenyl]-3-pyridyl}-1-piperazinecarboxylate), CN (methylamine). Solvent: O1CCCC1 (tetrahydrofuran). Yields the product FC(C=1C=C(C=CC1)C1=CC=C(C=N1)N1CCN(CC1)C(=O)OCC(=O)NC)(F)F (2-(methylamino)-2-oxoethyl 4-{6-[3-(trifluoromethyl)phenyl]-3-pyridyl}-1-piperazinecarboxylate). RXN SMILES: [F:1][C:2]([F:31])([F:30])[C:3]1[CH:4]=[C:5]([C:9]2[N:14]=[CH:13][C:12]([N:15]3[CH2:20][CH2:19][N:18]([C:21]([O:23][CH2:24][C:25](OCC)=[O:26])=[O:22])[CH2:17][CH2:16]3)=[CH:11][CH:10]=2)[CH:6]=[CH:7][CH:8]=1.[CH3:32][NH2:33]>O1CCCC1>[F:1][C:2]([F:31])([F:30])[C:3]1[CH:4]=[C:5]([C:9]2[N:14]=[CH:13][C:12]([N:15]3[CH2:20][CH2:19][N:18]([C:21]([O:23][CH2:24][C:25]([NH:33][CH3:32])=[O:26])=[O:22])[CH2:17][CH2:16]3)=[CH:11][CH:10]=2)[CH:6]=[CH:7][CH:8]=1. Reported procedure: The procedure described in Example 1 (step 1.4.) is used. Starting with 0.60 g (1.37 mmol) of 2-(ethyloxy)-2-oxoethyl 4-{6-[3-(trifluoromethyl)phenyl]-3-pyridyl}-1-piperazinecarboxylate, obtained in step 7.5, and 3.40 ml (6.86 mmol) of a solution of methylamine (2M) in tetrahydrofuran, and after chromatography on silica gel, eluting with a 98/2 and then 97/3 mixture of dichloromethane and methanol, followed by washing with diisopropyl ether, 0.36 g of pure product is obtained in the form of a wh... The reactants are [BH3-]C#N, C1CCOC1, CC(C)=O, CC(=O)O, CO, [Na+], Oc1ccc(C2CCC(NCCCc3ccccc3)CC2)cc1. Yields the product CC(C)N(CCCc1ccccc1)C1CCC(c2ccc(O)cc2)CC1. RXN SMILES: [C:33]([BH3-:34])#[N:35].[CH2:28]1[O:29][CH2:30][CH2:31][CH2:32]1.[CH3:24][C:25]([CH3:26])=[O:27].[CH3:37][C:38](=[O:39])[OH:40].[CH3:41][OH:42].[Na+:36].[c:1]1([CH2:7][CH2:8][CH2:9][NH:10][CH:11]2[CH2:12][CH2:13][CH:14]([c:17]3[cH:18][cH:19][c:20]([OH:23])[cH:21][cH:22]3)[CH2:15][CH2:16]2)[cH:2][cH:3][cH:4][cH:5][cH:6]1>>[c:1]1([CH2:7][CH2:8][CH2:9][N:10]([CH:11]2[CH2:12][CH2:13][CH:14]([c:17]3[cH:18][cH:19][c:20]([OH:23])[cH:21][cH:22]3)[CH2:15][CH2:16]2)[CH:25]([CH3:24])[CH3:26])[cH:2][cH:3][cH:4][cH:5][cH:6]1.